This data is from the Open Reaction Database (ORD), a public repository of structured organic reaction records. The task is: describe an organic reaction: reactants, conditions, products, and yield Isolated yield 33.4%. Reactants: ClCCCOC1=C(C=C2C(=CC=NC2=C1)OC1=C(C=C(C=C1)C)C(=O)C1=CC=CC=C1)OC ((2-{[7-(3-Chloropropoxy)-6-methoxy-4-quinolyl]oxy}-5-methylphenyl)(phenyl)methanone), O (water), N1(CCCC1)C1CCNCC1 (4-(1-pyrrolidinyl)piperidine), C([O-])([O-])=O.[K+].[K+] (potassium carbonate). Procedure: (2-{[7-(3-Chloropropoxy)-6-methoxy-4-quinolyl]oxy}-5-methylphenyl)(phenyl)methanone (112 mg), 4-(1-pyrrolidinyl)piperidine (111 mg), and potassium carbonate (166 mg) were suspended in N,N-dimethylformamide (3 ml), and the suspension was stirred at 80° C. overnight. The reaction solution was cooled to room temperature, water was then added to the reaction solution, and the mixture was extracted with ethyl acetate. The ethyl acetate layer was then washed with water and saturated brine and was drie... As a reaction SMILES: Cl[CH2:2][CH2:3][CH2:4][O:5][C:6]1[CH:15]=[C:14]2[C:9]([C:10]([O:16][C:17]3[CH:22]=[CH:21][C:20]([CH3:23])=[CH:19][C:18]=3[C:24]([C:26]3[CH:31]=[CH:30][CH:29]=[CH:28][CH:27]=3)=[O:25])=[CH:11][CH:12]=[N:13]2)=[CH:8][C:7]=1[O:32][CH3:33].[N:34]1([CH:39]2[CH2:44][CH2:43][NH:42][CH2:41][CH2:40]2)[CH2:38][CH2:37][CH2:36][CH2:35]1.C(=O)([O-])[O-].[K+].[K+].O>CN(C)C=O>[CH3:23][C:20]1[CH:21]=[CH:22][C:17]([O:16][C:10]2[C:9]3[C:14](=[CH:15][C:6]([O:5][CH2:4][CH2:3][CH2:2][N:42]4[CH2:43][CH2:44][CH:39]([N:34]5[CH2:38][CH2:37][CH2:36][CH2:35]5)[CH2:40][CH2:41]4)=[C:7]([O:32][CH3:33])[CH:8]=3)[N:13]=[CH:12][CH:11]=2)=[C:18]([C:24]([C:26]2[CH:27]=[CH:28][CH:29]=[CH:30][CH:31]=2)=[O:25])[CH:19]=1 |f:2.3.4|. The solvent is CN(C=O)C (N,N-dimethylformamide). Reaction conditions: temperature 80 celsius, time 8 hour. Yields the product CC=1C=CC(=C(C1)C(=O)C1=CC=CC=C1)OC1=CC=NC2=CC(=C(C=C12)OC)OCCCN1CCC(CC1)N1CCCC1 ([5-Methyl-2-({6-methoxy-7-[3-(4-tetrahydro-1-pyrrolylpiperidino)propoxy]-4-quinolyl}oxy)phenyl](phenyl)methanone). Reactants: C, CCO, CS(=O)(=O)c1ccc2c(c1)cc(C1=CCOCC1)n2Cc1ccc(F)cc1, [Pd]. Product: CS(=O)(=O)c1ccc2c(c1)cc(C1CCOCC1)n2Cc1ccc(F)cc1. As a reaction SMILES: [C:28].[CH3:30][CH2:31][OH:32].[O:1]1[CH2:2][CH:3]=[C:4]([c:7]2[n:8]([CH2:20][c:21]3[cH:22][cH:23][c:24]([F:27])[cH:25][cH:26]3)[c:9]3[cH:10][cH:11][c:12]([S:16](=[O:17])(=[O:18])[CH3:19])[cH:13][c:14]3[cH:15]2)[CH2:5][CH2:6]1.[Pd:29]>>[O:1]1[CH2:2][CH2:3][CH:4]([c:7]2[n:8]([CH2:20][c:21]3[cH:22][cH:23][c:24]([F:27])[cH:25][cH:26]3)[c:9]3[cH:10][cH:11][c:12]([S:16](=[O:17])(=[O:18])[CH3:19])[cH:13][c:14]3[cH:15]2)[CH2:5][CH2:6]1. Reaction conditions: temperature -5 celsius, time 3 hour. Reactants: molar solution, [H-].[H-].[H-].[H-].[Li+].[Al+3] (LiAlH4), C(C)OC(=O)C=1N=C2N(C=CC(=C2)NC(=O)C=2N(C3=CC=C(C=C3C2)C(F)(F)F)CC2=CC(=CC=C2)F)C1 (N-[2-(ethyloxycarbonyl)imidazo[1,2-a]pyrid-7-yl]-5-trifluoromethyl-1-[(3-fluorophenyl)-methyl]-1H-indole-2-carboxamide), O (water), [OH-].[Na+] (sodium hydroxide). As a reaction SMILES: [H-].[H-].[H-].[H-].[Li+].[Al+3].C([O:9][C:10]([C:12]1[N:13]=[C:14]2[CH:19]=[C:18]([NH:20][C:21]([C:23]3[N:24]([CH2:36][C:37]4[CH:42]=[CH:41][CH:40]=[C:39]([F:43])[CH:38]=4)[C:25]4[C:30]([CH:31]=3)=[CH:29][C:28]([C:32]([F:35])([F:34])[F:33])=[CH:27][CH:26]=4)=[O:22])[CH:17]=[CH:16][N:15]2[CH:44]=1)=O)C.O.[OH-].[Na+]>C1COCC1>[OH:9][CH2:10][C:12]1[N:13]=[C:14]2[CH:19]=[C:18]([NH:20][C:21]([C:23]3[N:24]([CH2:36][C:37]4[CH:42]=[CH:41][CH:40]=[C:39]([F:43])[CH:38]=4)[C:25]4[C:30]([CH:31]=3)=[CH:29][C:28]([C:32]([F:34])([F:35])[F:33])=[CH:27][CH:26]=4)=[O:22])[CH:17]=[CH:16][N:15]2[CH:44]=1 |f:0.1.2.3.4.5,8.9|. The yield is 17.3%. Reported procedure: To 0.47 mL (0.47 mmol) of a molar solution of LiAlH4 diluted in 1 mL of anhydrous THF, cooled to −5° C., is added dropwise by syringe a suspension of 190 mg (0.36 mmol) of N-[2-(ethyloxycarbonyl)imidazo[1,2-a]pyrid-7-yl]-5-trifluoromethyl-1-[(3-fluorophenyl)-methyl]-1H-indole-2-carboxamide, prepared according to the protocol described in step 17.3, in 4 mL of anhydrous THF. After stirring for 3 hours at room temperature, the reaction medium is poured slowly into a mixture (v/v) of water and conc... The solvent is C1CCOC1 (THF), C1CCOC1 (THF). Product: OCC=1N=C2N(C=CC(=C2)NC(=O)C=2N(C3=CC=C(C=C3C2)C(F)(F)F)CC2=CC(=CC=C2)F)C1 (N-[2-(Hydroxymethyl)imidazo[1,2-a]pyrid-7-yl]-5-trifluoromethyl-1-[(3-fluoro-phenyl)methyl]-1H-indole-2-carboxamide). The reactants are C(C1=CC=CC=C1)OC(=O)[C@H](CCC1=CC=CC=C1)N[C@H]1CSC2=C(N(C1=O)CC(=O)OC(C)(C)C)C=CC=C2 (tert-butyl 3(R)-[1(S)-benzyloxycarbonyl-3-phenylpropyl]amino-4-oxo-2,3,4,5-tetrahydro-1,5-benzothiazepine-5-acetate), Cl (hydrogen chloride). Product: Cl.C(C1=CC=CC=C1)OC(=O)[C@H](CCC1=CC=CC=C1)N[C@H]1CSC2=C(N(C1=O)CC(=O)O)C=CC=C2 (3(R)-[1(S)-benzyloxycarbonyl-3-phenylpropyl]amino-4-oxo-2,3,4,5-tetrahydro-1,5-benzothiazepine-5-acetic acid hydrochloride). As a reaction SMILES: [CH2:1]([O:8][C:9]([C@@H:11]([NH:20][C@@H:21]1[C:27](=[O:28])[N:26]([CH2:29][C:30]([O:32]C(C)(C)C)=[O:31])[C:25]2[CH:37]=[CH:38][CH:39]=[CH:40][C:24]=2[S:23][CH2:22]1)[CH2:12][CH2:13][C:14]1[CH:19]=[CH:18][CH:17]=[CH:16][CH:15]=1)=[O:10])[C:2]1[CH:7]=[CH:6][CH:5]=[CH:4][CH:3]=1.[ClH:41]>>[ClH:41].[CH2:1]([O:8][C:9]([C@@H:11]([NH:20][C@@H:21]1[C:27](=[O:28])[N:26]([CH2:29][C:30]([OH:32])=[O:31])[C:25]2[CH:37]=[CH:38][CH:39]=[CH:40][C:24]=2[S:23][CH2:22]1)[CH2:12][CH2:13][C:14]1[CH:15]=[CH:16][CH:17]=[CH:18][CH:19]=1)=[O:10])[C:2]1[CH:7]=[CH:6][CH:5]=[CH:4][CH:3]=1 |f:2.3|. Procedure details: In a manner similar to that described in Example 5, 0.35 g of tert-butyl 3(R)-[1(S)-benzyloxycarbonyl-3-phenylpropyl]amino-4-oxo-2,3,4,5-tetrahydro-1,5-benzothiazepine-5-acetate obtained in Example 44 is treated with hydrogen chloride to give 0.25 g of 3(R)-[1(S)-benzyloxycarbonyl-3-phenylpropyl]amino-4-oxo-2,3,4,5-tetrahydro-1,5-benzothiazepine-5-acetic acid hydrochloride as colorless powder. The reactants are C([O-])(O)=O.NC(=[NH2+])N (guanidinium bicarbonate), N1=NN=NC1=C1N=NN=N1 (5,5'-bitetrazole). The solvent is O (water), O (water). The product is N1=NN=NC1=C1N=NN=N1.NC(=[NH2+])N (guanidinium 5,5'-bitetrazole). As a reaction SMILES: C(=O)(O)[O-].[NH2:5][C:6]([NH2:8])=[NH2+:7].[N:9]1[C:13](=[C:14]2[N:18]=[N:17][N:16]=[N:15]2)[N:12]=[N:11][N:10]=1>O>[N:9]1[C:13](=[C:14]2[N:18]=[N:17][N:16]=[N:15]2)[N:12]=[N:11][N:10]=1.[NH2:7][C:6]([NH2:8])=[NH2+:5] |f:0.1,4.5|. Reported procedure: The high nitrogen content solid is then added to form a uniform suspension. A catalyst such as dibutyltin dilaurate is also used. The solids ammonium 5-nitraminotetrazole and triaminoguanidinium 5-nitraminotetrazole, are synthesized by known methods. Aminoguanidinium 5,5'-bitetrazole is synthesized by dissolving 5,5'-bitetrazole (12.7g) and aminoguanidinium bicarbonate (12.5g) in boiling water (160 ml). The solution is filtered while hot and the filtrate rapidly chilled in an ice bath. The produ... Starting materials: C1CCOC1, CCc1cc(C(=O)NCc2cccc(O)c2)sc1C(=O)NC(CNC(=O)c1cccs1)C(=O)OC, Cl, [Li+], [OH-], O, O. The product is CCc1cc(C(=O)NCc2cccc(O)c2)sc1C(=O)NC(CNC(=O)c1cccs1)C(=O)O. RXN SMILES: [CH2:40]1[O:41][CH2:42][CH2:43][CH2:44]1.[CH3:1][O:2][C:3]([CH:4]([CH2:5][NH:6][C:7](=[O:8])[c:9]1[s:10][cH:11][cH:12][cH:13]1)[NH:14][C:15](=[O:16])[c:17]1[s:18][c:19]([C:24]([NH:25][CH2:26][c:27]2[cH:28][c:29]([OH:33])[cH:30][cH:31][cH:32]2)=[O:34])[cH:20][c:21]1[CH2:22][CH3:23])=[O:35].[ClH:39].[Li+:38].[OH-:37].[OH2:36].[OH2:45]>>[O:2]=[C:3]([CH:4]([CH2:5][NH:6][C:7](=[O:8])[c:9]1[s:10][cH:11][cH:12][cH:13]1)[NH:14][C:15](=[O:16])[c:17]1[s:18][c:19]([C:24]([NH:25][CH2:26][c:27]2[cH:28][c:29]([OH:33])[cH:30][cH:31][cH:32]2)=[O:34])[cH:20][c:21]1[CH2:22][CH3:23])[OH:35]. The reactants are C(C)(C)(C)OC(C(NC(=O)C1=CC=C2C(=CN=C(C2=C1)NC(=N)N)Cl)COC(C)(C)C)=O (O-t-butyl-N-[(4-chloro-1-guanidino-7-isoquinolinyl)carbonyl]-DL-serine t-butyl ester), C(F)(F)(F)C(=O)O (CF3CO2H). Solvent: C1(=CC=CC=C1)C (PhMe). Product: FC(C(=O)O)(F)F.ClC1=CN=C(C2=CC(=CC=C12)C(=O)NC(CO)C(=O)O)NC(=N)N (N-[(4-chloro-1-guanidino-7-isoquinolinyl)carbonyl]-DL-serine trifluoroacetate). Reaction SMILES: C([O:5][C:6](=[O:32])[CH:7]([CH2:26][O:27]C(C)(C)C)[NH:8][C:9]([C:11]1[CH:20]=[C:19]2[C:14]([C:15]([Cl:25])=[CH:16][N:17]=[C:18]2[NH:21][C:22]([NH2:24])=[NH:23])=[CH:13][CH:12]=1)=[O:10])(C)(C)C.[C:33]([C:37]([OH:39])=[O:38])([F:36])([F:35])[F:34]>C1(C)C=CC=CC=1>[F:34][C:33]([F:36])([F:35])[C:37]([OH:39])=[O:38].[Cl:25][C:15]1[C:14]2[C:19](=[CH:20][C:11]([C:9]([NH:8][CH:7]([C:6]([OH:32])=[O:5])[CH2:26][OH:27])=[O:10])=[CH:12][CH:13]=2)[C:18]([NH:21][C:22]([NH2:24])=[NH:23])=[N:17][CH:16]=1 |f:3.4|. Reported procedure: A solution of O-t-butyl-N-[(4-chloro-1-guanidino-7-isoquinolinyl)carbonyl]-DL-serine t-butyl ester in CF3CO2H (1 mL) was stirred at room temperature for 1 h. The solution was diluted with PhMe, evaporated in vacuo, and the residue was recystallised twice from MeOH-EtOAc to give N-[(4-chloro-1-guanidino-7-isoquinolinyl)carbonyl]-DL-serine trifluoroacetate (68 mg, 0.19 mmol) as a white solid. Reactants: Cc1ccccc1C, O=S(=O)(Cl)c1ccc(Cl)c(C(F)(F)F)c1, Nc1ccc([N+](=O)[O-])cc1Cl, c1ccncc1. The product is O=[N+]([O-])c1ccc(NS(=O)(=O)c2ccc(Cl)c(C(F)(F)F)c2)c(Cl)c1. RXN SMILES: [CH3:1][c:2]1[c:3]([CH3:4])[cH:5][cH:6][cH:7][cH:8]1.[Cl:20][c:21]1[c:22]([C:31]([F:32])([F:33])[F:34])[cH:23][c:24]([S:27](=[O:28])(=[O:29])[Cl:30])[cH:25][cH:26]1.[Cl:9][c:10]1[c:11]([NH2:12])[cH:13][cH:14][c:15]([N+:17](=[O:18])[O-:19])[cH:16]1.[cH:35]1[cH:36][cH:37][n:38][cH:39][cH:40]1>>[Cl:9][c:10]1[c:11]([NH:12][S:27]([c:24]2[cH:23][c:22]([C:31]([F:32])([F:33])[F:34])[c:21]([Cl:20])[cH:26][cH:25]2)(=[O:28])=[O:29])[cH:13][cH:14][c:15]([N+:17](=[O:18])[O-:19])[cH:16]1. Reactants: C(C)SC1C(C(N1C(C(=O)OCC1=CC=C(C=C1)[N+](=O)[O-])C(=S)OC1COCOC1)=O)CCOC(=O)OCC1=CC=C(C=C1)[N+](=O)[O-] (p-nitrobenzyl 2-(4-ethylthio-3-p-nitrobenzyloxycarbonyloxyethyl-2-oxo-1-azetidinyl)-2-(1,3-dioxan-5-yl-oxythiocarbonyl)-acetate), ClCl (chlorine). Solvent: C(Cl)Cl (methylene chloride), C(Cl)(Cl)(Cl)Cl (carbon tetrachloride). Conditions: temperature -20 celsius, time 75 minute. Yields the product ClC1C(C(N1C(C(=O)OCC1=CC=C(C=C1)[N+](=O)[O-])C(=S)OC1COCOC1)=O)CCOC(=O)OCC1=CC=C(C=C1)[N+](=O)[O-] (p-Nitrobenzyl 2-(4-chloro-3-p-nitrobenzyloxycarbonyloxyethyl-2-oxo-1-azetidinyl)-2-(1,3-dioxan-5-yl-oxythiocarbonyl)-acetate). As a reaction SMILES: C(S[CH:4]1[N:7]([CH:8]([C:22]([O:24][CH:25]2[CH2:30][O:29][CH2:28][O:27][CH2:26]2)=[S:23])[C:9]([O:11][CH2:12][C:13]2[CH:18]=[CH:17][C:16]([N+:19]([O-:21])=[O:20])=[CH:15][CH:14]=2)=[O:10])[C:6](=[O:31])[CH:5]1[CH2:32][CH2:33][O:34][C:35]([O:37][CH2:38][C:39]1[CH:44]=[CH:43][C:42]([N+:45]([O-:47])=[O:46])=[CH:41][CH:40]=1)=[O:36])C.[Cl:48]Cl>C(Cl)Cl.C(Cl)(Cl)(Cl)Cl>[Cl:48][CH:4]1[N:7]([CH:8]([C:22]([O:24][CH:25]2[CH2:30][O:29][CH2:28][O:27][CH2:26]2)=[S:23])[C:9]([O:11][CH2:12][C:13]2[CH:18]=[CH:17][C:16]([N+:19]([O-:21])=[O:20])=[CH:15][CH:14]=2)=[O:10])[C:6](=[O:31])[CH:5]1[CH2:32][CH2:33][O:34][C:35]([O:37][CH2:38][C:39]1[CH:44]=[CH:43][C:42]([N+:45]([O-:47])=[O:46])=[CH:41][CH:40]=1)=[O:36]. Reported procedure: A solution of 6.90 g of p-nitrobenzyl 2-(4-ethylthio-3-p-nitrobenzyloxycarbonyloxyethyl-2-oxo-1-azetidinyl)-2-(1,3-dioxan-5-yl-oxythiocarbonyl)-acetate in 110 ml methylene chloride was cooled to -20° C. under a nitrogen atmosphere. A solution of chlorine in carbon tetrachloride (98 ml of 0.1M solution) was then added. The reaction mixture was stirred at -20° C. for 75 min., then allowed to warm to 0° C. and was washed successively with 75 ml saturated aqueous sodium bicarbonate solution (5° C.),... Reactants: C([O-])(O)=O.[Na+] (sodium bicarbonate), Br.C(C)OC(=O)C1=C(N(C(=C1C)C1=C(C(=CC=C1)N)O)C)C (5-(3-amino-2-hydroxy-phenyl)-1,2,4-trimethyl-1H-pyrrole-3-carboxylic acid ethyl ester hydrobromide), C1CCC2=CC(=CC=C12)N1N=C(CC1=O)C (2-indan-5-yl-5-methyl-2,4-dihydro-pyrazol-3-one), N(=O)[O-].[Na+] (sodium nitrite). Solvent: Cl (hydrochloric acid). Conditions: time 20 minute. The product is C(C)OC(=O)C1=C(N(C(=C1C)C1=C(C(=CC=C1)NN=C1C(=NN(C1=O)C=1C=C2CCCC2=CC1)C)O)C)C (5-{2-hydroxy-3-[N′-(1-indan-5-yl-3-methyl-5-oxo-1,5-dihydro-pyrazol-4-ylidene)-hydrazino]-phenyl}-1,2,4-trimethyl-1H-pyrrole-3-carboxylic acid ethyl ester). Yield: 26.4%. Reaction SMILES: Br.[CH2:2]([O:4][C:5]([C:7]1[C:11]([CH3:12])=[C:10]([C:13]2[CH:18]=[CH:17][CH:16]=[C:15]([NH2:19])[C:14]=2[OH:20])[N:9]([CH3:21])[C:8]=1[CH3:22])=[O:6])[CH3:3].[N:23]([O-])=O.[Na+].[CH2:27]1[C:35]2[C:30](=[CH:31][C:32]([N:36]3[C:40](=[O:41])[CH2:39][C:38]([CH3:42])=[N:37]3)=[CH:33][CH:34]=2)[CH2:29][CH2:28]1.C(=O)(O)[O-].[Na+]>Cl>[CH2:2]([O:4][C:5]([C:7]1[C:11]([CH3:12])=[C:10]([C:13]2[CH:18]=[CH:17][CH:16]=[C:15]([NH:19][N:23]=[C:39]3[C:40](=[O:41])[N:36]([C:32]4[CH:31]=[C:30]5[C:35](=[CH:34][CH:33]=4)[CH2:27][CH2:28][CH2:29]5)[N:37]=[C:38]3[CH3:42])[C:14]=2[OH:20])[N:9]([CH3:21])[C:8]=1[CH3:22])=[O:6])[CH3:3] |f:0.1,2.3,5.6|. Reported procedure: 5-(3-Amino-2-hydroxy-phenyl)-1,2,4-trimethyl-1H-pyrrole-3-carboxylic acid ethyl ester hydrobromide 6h (180 mg, 0.66 mmol) was dissolved in 2.2 mL of hydrochloric acid (1 N) upon cooling by an ice-water bath, followed by dropwise addition of 0.8 mL of aqueous sodium nitrite (50 mg, 0.72 mmol). After the mixture was stirred for 20 minutes, 2-indan-5-yl-5-methyl-2,4-dihydro-pyrazol-3-one 1i (126 mg, 0.59 mmol) was added. The mixture was adjusted to pH 8˜9 with saturated aqueous sodium bicarbonate. ...